Dataset: the Open Reaction Database (ORD), a public repository of structured organic reaction records. Task: describe an organic reaction: reactants, conditions, products, and yield Starting materials: C1CCOS1(=O)=O (Propanesultone), C(CCC)N (n-butylamine). Run in CO (methanol). Conditions: time 40 minute. The product is C(CCC)NCCCS(=O)(=O)O (3-butylaminopropylsulfonic acid). Isolated yield 96.3%. RXN SMILES: [CH2:1]1[S:5](=[O:7])(=[O:6])[O:4][CH2:3][CH2:2]1.[CH2:8]([NH2:12])[CH2:9][CH2:10][CH3:11]>CO>[CH2:8]([NH:12][CH2:3][CH2:2][CH2:1][S:5]([OH:4])(=[O:7])=[O:6])[CH2:9][CH2:10][CH3:11]. Procedure: Propanesultone (61 g; 0.5 mole) was added to a stirred solution of n-butylamine (36.5 g; 0.5 mole) in methanol (200 ml) in 10 min. The reaction temperature was kept at 50°-55° by cooling. After stirring 40 min, a white solid began to separate. After stirring overnight filtration yielded 3-butylaminopropylsulfonic acid 94 g (96%). The reactants are [BH3-]C#N, CCOC(CN)OCC, COc1cccc(C=O)c1OC, CC(=O)O, CO, [Na+]. The product is CCOC(CNCc1cccc(OC)c1OC)OCC. Reaction SMILES: [C:26]([BH3-:27])#[N:28].[CH2:13]([CH3:14])[O:15][CH:16]([CH2:17][NH2:18])[O:19][CH2:20][CH3:21].[CH3:1][O:2][c:3]1[c:4]([CH:5]=[O:6])[cH:7][cH:8][cH:9][c:10]1[O:11][CH3:12].[CH3:22][C:23](=[O:24])[OH:25].[CH3:30][OH:31].[Na+:29]>>[CH3:1][O:2][c:3]1[c:4]([CH2:5][NH:18][CH2:17][CH:16]([O:15][CH2:13][CH3:14])[O:19][CH2:20][CH3:21])[cH:7][cH:8][cH:9][c:10]1[O:11][CH3:12].